From a dataset of the Open Reaction Database (ORD), a public repository of structured organic reaction records. describe an organic reaction: reactants, conditions, products, and yield Reactants: BrCC1=C(N(C(N1C(C)=O)=O)C(C)=O)C(=O)OCC (ethyl 5-(bromomethyl)-1,3-diacetyl-2,3-dihydro-2-oxo-1H-imidazole-4-carboxylate). The solvent is Br (hydrobromic acid), C(C)(=O)O (acetic acid). Conditions: time 4 hour. Product: C(C)(=O)N1C(NC(=C1C(=O)OCC)CBr)=O (ethyl 3-acetyl-5-(bromomethyl)-2,3-dihydro-2-oxo-1H-imidazole-4-carboxylate). Reaction SMILES: [Br:1][CH2:2][C:3]1[N:7](C(=O)C)[C:6](=[O:11])[N:5]([C:12](=[O:14])[CH3:13])[C:4]=1[C:15]([O:17][CH2:18][CH3:19])=[O:16]>Br.C(O)(=O)C>[C:12]([N:5]1[C:4]([C:15]([O:17][CH2:18][CH3:19])=[O:16])=[C:3]([CH2:2][Br:1])[NH:7][C:6]1=[O:11])(=[O:14])[CH3:13]. Reported procedure: Crude ethyl 5-(bromomethyl)-1,3-diacetyl-2,3-dihydro-2-oxo-1H-imidazole-4-carboxylate is dissolved in 30% hydrobromic acid in acetic acid and the solution is allowed to stand at room temperature for 4 hours. The solid which precipitates is separated by filtration and dried in vacuo at 80° C. over potassium hydroxide to give ethyl 3-acetyl-5-(bromomethyl)-2,3-dihydro-2-oxo-1H-imidazole-4-carboxylate melting at about 193°-194° C. (dec.). The reactants are FC=1C(=C(C=CC1)NC1=C(C=NC=2N1N=CC2C(=O)O)C(=O)N2CCC(CC2)C2=CC=CC=C2)C (7-(3-Fluoro-2-methylphenylamino)-6-(4-phenylpiperidine-1-carbonyl)pyrazolo[1,5-a]pyrimidine-3-carboxylic acid), C(C)S(=O)(=O)N (ethanesulfonamide). Product: FC=1C(=C(C=CC1)NC1=C(C=NC=2N1N=CC2C(=O)NS(=O)(=O)CC)C(=O)N2CCC(CC2)C2=CC=CC=C2)C (N-[7-(3-Fluoro-2-methylphenylamino)-6-(4-phenylpiperidine-1-carbonyl)pyrazolo[1,5-a]pyrimidine-3-carbonyl]ethanesulfonamide). Yield: 36.1%. As a reaction SMILES: [F:1][C:2]1[C:3]([CH3:35])=[C:4]([NH:8][C:9]2[N:14]3[N:15]=[CH:16][C:17]([C:18](O)=[O:19])=[C:13]3[N:12]=[CH:11][C:10]=2[C:21]([N:23]2[CH2:28][CH2:27][CH:26]([C:29]3[CH:34]=[CH:33][CH:32]=[CH:31][CH:30]=3)[CH2:25][CH2:24]2)=[O:22])[CH:5]=[CH:6][CH:7]=1.[CH2:36]([S:38]([NH2:41])(=[O:40])=[O:39])[CH3:37]>>[F:1][C:2]1[C:3]([CH3:35])=[C:4]([NH:8][C:9]2[N:14]3[N:15]=[CH:16][C:17]([C:18]([NH:41][S:38]([CH2:36][CH3:37])(=[O:40])=[O:39])=[O:19])=[C:13]3[N:12]=[CH:11][C:10]=2[C:21]([N:23]2[CH2:28][CH2:27][CH:26]([C:29]3[CH:30]=[CH:31][CH:32]=[CH:33][CH:34]=3)[CH2:25][CH2:24]2)=[O:22])[CH:5]=[CH:6][CH:7]=1. Procedure details: In the same manner as in Example 1, step 6 and using 7-(3-fluoro-2-methylphenylamino)-6-(4-phenylpiperidine-1-carbonyl)pyrazolo[1,5-a]pyrimidine-3-carboxylic acid (125 mg, 0.26 mmol) obtained in step 2 and ethanesulfonamide (139 mg, 1.32 mmol), the title compound (53 mg, 36%) was obtained. Reactants: OC[C-]1C=C(C=C1)CO.[CH-]1C=CC=C1.[Fe+2] (1,3-bis(hydroxymethyl)ferrocene), C(C)(C)PC(C)C (diisopropylphosphine). Run in C(C)(=O)O (acetic acid). Run at temperature 80 celsius. Product: C(C)(C)P(C(C)C)C[C-]1C=C(C=C1)CP(C(C)C)C(C)C.[CH-]1C=CC=C1.[Fe+2] (1,3-bis{(diisopropylphosphanyl)methyl}ferrocene). The yield is 175.6%. RXN SMILES: O[CH2:2][C-:3]1[CH:7]=[CH:6][C:5]([CH2:8]O)=[CH:4]1.[CH-:10]1[CH:14]=[CH:13][CH:12]=[CH:11]1.[Fe+2:15].[CH:16]([PH:19][CH:20]([CH3:22])[CH3:21])([CH3:18])[CH3:17]>C(O)(=O)C>[CH:16]([P:19]([CH2:2][C-:3]1[CH:7]=[CH:6][C:5]([CH2:8][P:19]([CH:14]([CH3:13])[CH3:10])[CH:16]([CH3:18])[CH3:17])=[CH:4]1)[CH:20]([CH3:22])[CH3:21])([CH3:18])[CH3:17].[CH-:10]1[CH:14]=[CH:13][CH:12]=[CH:11]1.[Fe+2:15] |f:0.1.2,5.6.7|. Reported procedure: 2.46 g (10 mmol) of 1,3-bis(hydroxymethyl)ferrocene and 4.72 g (40 mmol) of diisopropylphosphine were added to 40 ml of acetic acid. The resulting mixture was heated at 80° C. for 3.5 hours and extracted with benzene after cooling. The organic phase was then washed with water and then dried over Na2SO4. After evaporation an orange residue was chromatographed on an alumina column. Elution with an ether-light petroleum mixture yielded 3.92 g (88%) of the product. Selected NMR data (CDCl3, 22° C.) ...